Dataset: the Open Reaction Database (ORD), a public repository of structured organic reaction records. Task: describe an organic reaction: reactants, conditions, products, and yield Starting materials: CCOC(=O)C(=CC1CCCC1)c1ccc(S(=O)(=O)CC)cc1, CCO, [H][H]. Product: CCOC(=O)C(CC1CCCC1)c1ccc(S(=O)(=O)CC)cc1. As a reaction SMILES: [CH2:1]([CH3:2])[O:3][C:4]([C:5](=[CH:6][CH:7]1[CH2:8][CH2:9][CH2:10][CH2:11]1)[c:12]1[cH:13][cH:14][c:15]([S:18](=[O:19])(=[O:20])[CH2:21][CH3:22])[cH:16][cH:17]1)=[O:23].[CH3:26][CH2:27][OH:28].[H:24][H:25]>>[CH2:1]([CH3:2])[O:3][C:4]([CH:5]([CH2:6][CH:7]1[CH2:8][CH2:9][CH2:10][CH2:11]1)[c:12]1[cH:13][cH:14][c:15]([S:18](=[O:19])(=[O:20])[CH2:21][CH3:22])[cH:16][cH:17]1)=[O:23]. The reactants are COC1=CC2=CC=NC3=C2C(=C1OC)C4=CC(=C(C=C4C3=O)OC)OC (oxoglaucine), IC (iodomethane), COC1=CC2=CC=NC3=C2C(=C1OC)C4=CC(=C(C=C4C3=O)OC)OC (oxoglaucine). Solvent: CC(=O)C (acetone). The product is C[N+]1=C2C3=C(C4=CC(=C(C=C4C2=O)OC)OC)C(=C(C=C3C=C1)OC)OC.[I-] (Oxoglaucine methiodide), methiodide. RXN SMILES: [CH3:1][O:2][C:3]1[C:12]([O:13][CH3:14])=[C:11]2[C:15]3[C:20]([C:21](=[O:22])[C:9]4=[C:10]2[C:5](=[CH:6][CH:7]=[N:8]4)[CH:4]=1)=[CH:19][C:18]([O:23][CH3:24])=[C:17]([O:25][CH3:26])[CH:16]=3.[I:27][CH3:28]>CC(C)=O>[CH3:28][N+:8]1[CH:7]=[CH:6][C:5]2[C:10]3=[C:11]([C:12]([O:13][CH3:14])=[C:3]([O:2][CH3:1])[CH:4]=2)[C:15]2[C:20]([C:21](=[O:22])[C:9]=13)=[CH:19][C:18]([O:23][CH3:24])=[C:17]([O:25][CH3:26])[CH:16]=2.[I-:27] |f:3.4|. Procedure: Oxoglaucine methiodide was prepared from oxoglaucine in accordance with the process of Example V. A 31 mg sample of oxoglaucine was refluxed in 8 ml of acetone until it completely dissolved (approximately 30 minutes) and then 0.75 ml of iodomethane was added. The solution was refluxed until it became brown. The crystals were then collected by filtration to yield 15 mg of the methiodide salt, mp 255 d. Reactants: COC(=O)c1c(CBr)c(=O)c2ccc(Cl)cc2n1-c1ccccc1, ClCCl, CCN(C(C)C)C(C)C, Nc1nccc2ccccc12, O. Product: COC(=O)c1c(CNc2nccc3ccccc23)c(=O)c2ccc(Cl)cc2n1-c1ccccc1. RXN SMILES: [Br:1][CH2:2][c:3]1[c:4]([C:21](=[O:22])[O:23][CH3:24])[n:5](-[c:15]2[cH:16][cH:17][cH:18][cH:19][cH:20]2)[c:6]2[cH:7][c:8]([Cl:14])[cH:9][cH:10][c:11]2[c:12]1=[O:13].[CH2:25]([Cl:26])[Cl:27].[CH:28]([N:29]([CH2:30][CH3:31])[CH:32]([CH3:33])[CH3:34])([CH3:35])[CH3:36].[NH2:37][c:38]1[n:39][cH:40][cH:41][c:42]2[cH:43][cH:44][cH:45][cH:46][c:47]12.[OH2:48]>>[CH2:2]([c:3]1[c:4]([C:21](=[O:22])[O:23][CH3:24])[n:5](-[c:15]2[cH:16][cH:17][cH:18][cH:19][cH:20]2)[c:6]2[cH:7][c:8]([Cl:14])[cH:9][cH:10][c:11]2[c:12]1=[O:13])[NH:37][c:38]1[n:39][cH:40][cH:41][c:42]2[cH:43][cH:44][cH:45][cH:46][c:47]12. The reactants are CC(=O)O, CSc1ccc(F)c(-c2nc3ncccc3[nH]2)c1, OO. The product is CS(=O)c1ccc(F)c(-c2nc3ncccc3[nH]2)c1. Reaction SMILES: [CH3:21][C:22](=[O:23])[OH:24].[F:1][c:2]1[c:3](-[c:10]2[nH:11][c:12]3[c:13]([n:14][cH:15][cH:16][cH:17]3)[n:18]2)[cH:4][c:5]([S:8][CH3:9])[cH:6][cH:7]1.[OH:19][OH:20]>>[F:1][c:2]1[c:3](-[c:10]2[nH:11][c:12]3[c:13]([n:14][cH:15][cH:16][cH:17]3)[n:18]2)[cH:4][c:5]([S:8]([CH3:9])=[O:19])[cH:6][cH:7]1. The reactants are Cl (hydrochloric acid), CC1(OCCO1)C1=CC=C(S1)CO ([5-(2-methyl-1,3-dioxolan-2-yl)thien-2-yl]methanol), C(O)([O-])=O.[Na+] (sodium hydrogencarbonate). Solvent: C1CCOC1 (THF). Conditions: time 2 hour. Yields the product OCC1=CC=C(S1)C(C)=O (1-[5-(hydroxymethyl)thien-2-yl]ethanone). Reaction SMILES: [CH3:1][C:2]1([C:7]2[S:11][C:10]([CH2:12][OH:13])=[CH:9][CH:8]=2)OCC[O:3]1.Cl.C(=O)([O-])O.[Na+]>C1COCC1>[OH:13][CH2:12][C:10]1[S:11][C:7]([C:2](=[O:3])[CH3:1])=[CH:8][CH:9]=1 |f:2.3|. Procedure: To a solution of [5-(2-methyl-1,3-dioxolan-2-yl)thien-2-yl]methanol prepared in the above step in THF (240 ml) was added 1N hydrochloric acid (48 ml) and the mixture was stirred for 2 hours at room temperature. Thereto was added sodium hydrogencarbonate (4.04 g) and the mixture was extracted with ethyl acetate. The organic layer was washed with a saturated aqueous sodium chloride solution and dried over anhydrous sodium sulfate. The solvent was removed under reduced pressure to give 1-[5-(hydrox... The reactants are C(C)OCCC[Mg]Br (3-ethoxypropylmagnesium bromide), ClC=1C=CC2=C(C(C3=C(C=C2)C=CC=C3)Cl)C1 (3,5-Dichloro-5H-dibenzo[a,d]cycloheptene), Cl (hydrochloric acid). The solvent is CCOCC (ether), CCOCC (ether). Yields the product ClC=1C=CC2=C(C(C3=C(C=C2)C=CC=C3)CCCOCC)C1 (3-chloro-5-(3-ethoxypropyl)-5H-dibenzo[a,d]cycloheptene). RXN SMILES: [Cl:1][C:2]1[CH:3]=[CH:4][C:5]2[CH:11]=[CH:10][C:9]3[CH:12]=[CH:13][CH:14]=[CH:15][C:8]=3[CH:7](Cl)[C:6]=2[CH:17]=1.[CH2:18]([O:20][CH2:21][CH2:22][CH2:23][Mg]Br)[CH3:19].Cl>CCOCC>[Cl:1][C:2]1[CH:3]=[CH:4][C:5]2[CH:11]=[CH:10][C:9]3[CH:12]=[CH:13][CH:14]=[CH:15][C:8]=3[CH:7]([CH2:23][CH2:22][CH2:21][O:20][CH2:18][CH3:19])[C:6]=2[CH:17]=1. Procedure details: 3,5-Dichloro-5H-dibenzo[a,d]cycloheptene, dissolved in absolute ether, is added dropwise with stirring to a solution containing one equivalent of 3-ethoxypropylmagnesium bromide in ether. The mixture is stirred at room temperature for 1 hour, then at reflux for 2 hours. The mixture then is cooled, treated with dilute hydrochloric acid and the ether separated, washed with water and dried. The product is isolated by evaporation of the ether. The reactants are Brc1csc2ccccc12, CCOCC, ClCCl, O=C(O)C(F)(F)F, O=[N+]([O-])O. Product: O=[N+]([O-])c1sc2ccccc2c1Br. Reaction SMILES: [Br:5][c:6]1[c:7]2[c:8]([s:9][cH:10]1)[cH:11][cH:12][cH:13][cH:14]2.[CH3:15][CH2:16][O:17][CH2:18][CH3:19].[Cl:27][CH2:28][Cl:29].[F:20][C:21]([F:22])([F:23])[C:24]([OH:25])=[O:26].[OH:1][N+:2]([O-:3])=[O:4]>>[O-:1][N+:2](=[O:4])[c:10]1[c:6]([Br:5])[c:7]2[c:8]([s:9]1)[cH:11][cH:12][cH:13][cH:14]2. Reactants: FC(S(=O)(=O)[O-])(F)F.COC=1C(=CC2=C([N+](=C([Te]2)C)CC#C)C1)OC (5,6-Dimethoxy-2-methyl-3-(2-propyn-1-yl)benzotellurazolium Trifluoromethanesulfonate), CC=1[Te]C2=C(N1)C=C(C(=C2)C)C (2,5,6-trimethylbenzotellurazole). Yields the product FC(S(=O)(=O)[O-])(F)F.CC=1[Te]C2=C([N+]1CC#C)C=C(C(=C2)C)C (2,5,6-Trimethyl-3-(2-propyn-1-yl)benzotellurazolium Trifluoromethanesulfonate). RXN SMILES: [F:1][C:2]([F:8])([F:7])[S:3]([O-:6])(=[O:5])=[O:4].CO[C:11]1[C:12](OC)=CC2[Te]C(C)=[N+](CC#C)C=2[CH:23]=1.[CH3:26][C:27]1[Te:28][C:29]2[CH:35]=[C:34]([CH3:36])[C:33]([CH3:37])=[CH:32][C:30]=2[N:31]=1>>[F:1][C:2]([F:8])([F:7])[S:3]([O-:6])(=[O:5])=[O:4].[CH3:26][C:27]1[Te:28][C:29]2[CH:35]=[C:34]([CH3:36])[C:33]([CH3:37])=[CH:32][C:30]=2[N+:31]=1[CH2:12][C:11]#[CH:23] |f:0.1,3.4|. Reported procedure: This compound was prepared in the same way and on the same molar scale as the compound of Example 46, except that 2,5,6-trimethylbenzotellurazole (Example 22) was used in place of 5,6-dimethoxy-2-methylbenzotellurazole. Yield 1.10 g (72% of theory) cream colored powder, m.p. 189°-192° C. dec. The infrared, nuclear magnetic resonance, and mass spectra were in agreement with that expected for the structural formula.